From a dataset of the Open Reaction Database (ORD), a public repository of structured organic reaction records. describe an organic reaction: reactants, conditions, products, and yield Starting materials: dimethyl acetal, ClC(C=O)COC (2-chloro-3-methoxypropionaldehyde), ClCCN (β-Chloroethylamine). The solvent is C1(=CC=CC=C1)C (toluene). Run at time 15 minute. Product: dimethyl acetal, ClCCNC(C=O)COC (2-β-chloroethylamino-3-methoxypropionaldehyde). RXN SMILES: Cl[CH:2]([CH2:5][O:6][CH3:7])[CH:3]=[O:4].[Cl:8][CH2:9][CH2:10][NH2:11]>C1(C)C=CC=CC=1>[Cl:8][CH2:9][CH2:10][NH:11][CH:2]([CH2:5][O:6][CH3:7])[CH:3]=[O:4]. Reported procedure: The dimethyl acetal of 2-chloro-3-methoxypropionaldehyde (0.1 mole) and toluene (75 ml) are charged into a glass reaction vessel equipped with a mechanical stirrer, thermometer and reflux condenser. β-Chloroethylamine (0.22 mole) is added to the reaction mixture with stirring at room temperature. Stirring is continued for a period of about 15 minutes. After this time the reaction mixture is heated at reflux for a period of about 1 hour. The reaction mixture is then cooled to room temperature and... The reactants are N1(CCNCC1)C1=C2C=CNC2=CC=C1 (4-(piperazin-1-yl)-1H-indole), ICCC1CC2=CC=CC=C2C1 (2-(2-iodoethyl)indane), C(=O)([O-])[O-].[K+].[K+] (K2CO3), C(C(C)C)C(=O)C (methyl isobutyl ketone). Run in CN1C(CCC1)=O (N-methylpyrrolidone). Yields the product C1C(CC2=CC=CC=C12)CCN1CCN(CC1)C1=C2C=CNC2=CC=C1 (4-[4-[2-(Indan-2-yl)ethyl]piperazin-1-yl]-1H-indole). The yield is 47.3%. As a reaction SMILES: [N:1]1([C:7]2[CH:15]=[CH:14][CH:13]=[C:12]3[C:8]=2[CH:9]=[CH:10][NH:11]3)[CH2:6][CH2:5][NH:4][CH2:3][CH2:2]1.I[CH2:17][CH2:18][CH:19]1[CH2:27][C:26]2[C:21](=[CH:22][CH:23]=[CH:24][CH:25]=2)[CH2:20]1.C([O-])([O-])=O.[K+].[K+].C(C(C)=O)C(C)C>CN1CCCC1=O>[CH2:20]1[C:21]2[C:26](=[CH:25][CH:24]=[CH:23][CH:22]=2)[CH2:27][CH:19]1[CH2:18][CH2:17][N:4]1[CH2:3][CH2:2][N:1]([C:7]2[CH:15]=[CH:14][CH:13]=[C:12]3[C:8]=2[CH:9]=[CH:10][NH:11]3)[CH2:6][CH2:5]1 |f:2.3.4|. Procedure details: A mixture of 4-(piperazin-1-yl)-1H-indole (1.5 g), 2-(2-iodoethyl)indane (2.0 g), K2CO3, methyl isobutyl ketone (150 ml), and N-methylpyrrolidone (10 ml) was boiled under reflux for 3 h. The mixture was allowed to cool to room temperature, filtered, and concentrated in vacuo. The residue was purified on silica gel eluted with ethyl acetate-heptane (1:2) to give a crystalline compound, which was recrystallized (ethyl acetate) to give the title compound (1.2 g, 47%).